Dataset: the Open Reaction Database (ORD), a public repository of structured organic reaction records. Task: describe an organic reaction: reactants, conditions, products, and yield Reactants: COc1ccnc(NN=C(c2ccccc2)c2ccccc2)c1, Cl. Yields the product COc1ccnc(NN)c1. As a reaction SMILES: [CH3:1][O:2][c:3]1[cH:4][c:5]([NH:9][N:10]=[C:11]([c:12]2[cH:13][cH:14][cH:15][cH:16][cH:17]2)[c:18]2[cH:19][cH:20][cH:21][cH:22][cH:23]2)[n:6][cH:7][cH:8]1.[ClH:24]>>[CH3:1][O:2][c:3]1[cH:4][c:5]([NH:9][NH2:10])[n:6][cH:7][cH:8]1. The reactants are [I-].C[P+](C1=CC=CC=C1)(C1=CC=CC=C1)C1=CC=CC=C1 (Methyltriphenylphosphonium iodide), C(C)(=O)C1C2C(C(CC1C#N)C2)(C)C (2-acetyl-6,6-dimethyl-bicyclo[3.1.1]heptane-3-carbonitrile), solution, CC(C)([O-])C.[K+] (potassium tert-butoxide). Solvent: C1CCOC1 (THF), C1CCOC1 (THF), C1CCOC1 (THF). Run at time 30 minute. Product: C(=C)(C)C1C2C(C(CC1C#N)C2)(C)C (2-Isopropenyl-6,6-dimethyl-bicyclo[3.1.1]heptane-3-carbonitrile). As a reaction SMILES: [I-].C[P+](C1C=CC=CC=1)(C1C=CC=CC=1)C1C=CC=CC=1.[CH3:22][C:23]([CH3:26])([O-])[CH3:24].[K+].C(C1[CH:36]([C:37]#[N:38])[CH2:35][CH:34]2[CH2:39][CH:32]1[C:33]2([CH3:41])[CH3:40])(=O)C>C1COCC1>[C:23]([CH:26]1[CH:36]([C:37]#[N:38])[CH2:35][CH:34]2[CH2:39][CH:32]1[C:33]2([CH3:41])[CH3:40])([CH3:24])=[CH2:22] |f:0.1,2.3|. Procedure: Methyltriphenylphosphonium iodide (3.17 g, 7.84 mmol) was suspended in anhydrous THF (20 ml) under an atmosphere of dry N2. To this solution was added a 1.0 M solution of potassium tert-butoxide (7.84 ml) in THF. After the reaction has stirred at ambient temperature for 30 min, a solution of 2-acetyl-6,6-dimethyl-bicyclo[3.1.1]heptane-3-carbonitrile (1.00 g, 5.23 mmol), prepared in step A of example 42, dissolved in anhydrous THF (10 ml) was added to the reaction. After stirring for two hours, t... The reactants are CCOC(C)=O, O=C1CN(c2ccc([N+](=O)[O-])cc2F)CCN1CCF, CN(C)C=O. Product: Nc1ccc(N2CCN(CCF)C(=O)C2)c(F)c1. As a reaction SMILES: [CH3:21][CH2:22][O:23][C:24](=[O:25])[CH3:26].[F:1][c:2]1[cH:3][c:4]([N+:18]([O-:19])=[O:20])[cH:5][cH:6][c:7]1[N:8]1[CH2:9][C:10](=[O:17])[N:11]([CH2:14][CH2:15][F:16])[CH2:12][CH2:13]1.[O:27]=[CH:28][N:29]([CH3:30])[CH3:31]>>[F:1][c:2]1[cH:3][c:4]([NH2:18])[cH:5][cH:6][c:7]1[N:8]1[CH2:9][C:10](=[O:17])[N:11]([CH2:14][CH2:15][F:16])[CH2:12][CH2:13]1.